The task is: describe an organic reaction: reactants, conditions, products, and yield. This data is from the Open Reaction Database (ORD), a public repository of structured organic reaction records. Reactants: C([O-])([O-])=O.[Na+].[Na+] (sodium carbonate), ClC1=NC(=NC(=C1)OC(C(F)(F)F)C1=C(C=CC=C1)C1=CSC(=C1)C)N (4-chloro-6-{2,2,2-trifluoro-1-[2-(5-methyl-thiophen-3-yl)-phenyl]-ethoxy}-pyrimidin-2-ylamine), B(O)(O)C1=CC=C(C[C@H](N)C(=O)O)C=C1 (4-borono-L-phenylalanine), C(C)#N (actonitrile). Reagents/catalysts: Cl[Pd]([P](C1=CC=CC=C1)(C2=CC=CC=C2)C3=CC=CC=C3)([P](C4=CC=CC=C4)(C5=CC=CC=C5)C6=CC=CC=C6)Cl (dichlorobis-(triphenylphosphine)-palladium(II)). The solvent is O (water). Run at temperature 150 celsius. Yields the product N[C@H](C(=O)O)CC1=CC=C(C=C1)C1=NC(=NC(=C1)OC(C(F)(F)F)C1=C(C=CC=C1)C1=CSC(=C1)C)N ((S)-2-Amino-3-(4-{2-amino-6-[2,2,2-trifluro-1-(2-(5-methyl-thiophen-3-yl)-phenyl]-ethoxy}-pyrimidin-4-yl}-phenyl)-propionic acid). Isolated yield 25.5%. Reaction SMILES: Cl[C:2]1[CH:7]=[C:6]([O:8][CH:9]([C:14]2[CH:19]=[CH:18][CH:17]=[CH:16][C:15]=2[C:20]2[CH:24]=[C:23]([CH3:25])[S:22][CH:21]=2)[C:10]([F:13])([F:12])[F:11])[N:5]=[C:4]([NH2:26])[N:3]=1.B([C:30]1[CH:41]=[CH:40][C:33]([CH2:34][C@@H:35]([C:37]([OH:39])=[O:38])[NH2:36])=[CH:32][CH:31]=1)(O)O.C(#N)C.C(=O)([O-])[O-].[Na+].[Na+]>Cl[Pd](Cl)([P](C1C=CC=CC=1)(C1C=CC=CC=1)C1C=CC=CC=1)[P](C1C=CC=CC=1)(C1C=CC=CC=1)C1C=CC=CC=1.O>[NH2:36][C@@H:35]([CH2:34][C:33]1[CH:40]=[CH:41][C:30]([C:2]2[CH:7]=[C:6]([O:8][CH:9]([C:14]3[CH:19]=[CH:18][CH:17]=[CH:16][C:15]=3[C:20]3[CH:24]=[C:23]([CH3:25])[S:22][CH:21]=3)[C:10]([F:13])([F:12])[F:11])[N:5]=[C:4]([NH2:26])[N:3]=2)=[CH:31][CH:32]=1)[C:37]([OH:39])=[O:38] |f:3.4.5,^1:53,72|. Reported procedure: In a microwave vial, 4-chloro-6-{2,2,2-trifluoro-1-[2-(5-methyl-thiophen-3-yl)-phenyl]-ethoxy}-pyrimidin-2-ylamine (30 mg, 0.075 mmol), 4-borono-L-phenylalanine (19 mg, 0.09 mmol), 1 ml of actonitrile and 0.7 ml of water were mixed. 0.3 ml of 1N aqueous sodium carbonate was added to the mixture, followed by 5 mole percent of dichlorobis-(triphenylphosphine)-palladium(II). The reaction vessel was sealed and heated at 150° C. for 5 minutes with microwave irradiation. After cooling, the reaction mi...